From a dataset of the Open Reaction Database (ORD), a public repository of structured organic reaction records. describe an organic reaction: reactants, conditions, products, and yield Reaction SMILES: [Br:25][c:26]1[c:27]([F:35])[cH:28][cH:29][c:30]([C:32](=[O:33])[OH:34])[n:31]1.[CH3:36][CH2:37][O:38][C:39]([CH3:40])=[O:41].[NH2:1][c:2]1[cH:3][n:4][cH:5][cH:6][c:7]1[CH:8]1[CH2:9][CH2:10][CH:11]2[CH:12]([N:13]([C:17](=[O:18])[O:19][C:20]([CH3:21])([CH3:22])[CH3:23])[C:14](=[O:16])[O:15]2)[CH2:24]1>>[NH:1]([c:2]1[cH:3][n:4][cH:5][cH:6][c:7]1[CH:8]1[CH2:9][CH2:10][CH:11]2[CH:12]([N:13]([C:17](=[O:18])[O:19][C:20]([CH3:21])([CH3:22])[CH3:23])[C:14](=[O:16])[O:15]2)[CH2:24]1)[C:32]([c:30]1[cH:29][cH:28][c:27]([F:35])[c:26]([Br:25])[n:31]1)=[O:33]. Starting materials: O=C(O)c1ccc(F)c(Br)n1, CCOC(C)=O, CC(C)(C)OC(=O)N1C(=O)OC2CCC(c3ccncc3N)CC21. The product is CC(C)(C)OC(=O)N1C(=O)OC2CCC(c3ccncc3NC(=O)c3ccc(F)c(Br)n3)CC21. Reactants: FC1=CC=C(C=C1)C1=CC(=NN1C1OCCCC1)C(=O)O (5-(4-fluorophenyl)-1-(tetrahydro-2H-pyran-2-yl)-1H-pyrazole-3-carboxylic acid), [I-].ClC1=[N+](C=CC=C1)C (2-chloro-1-methylpyridinium iodide), BrC1=NC=C(C(=O)O)C=C1 (6-bromonicotinic acid). The solvent is C1CCOC1 (THF), CCN(C(C)C)C(C)C (DIPEA). Reaction conditions: time 72 hour. Product: BrC1=CC=CC(=N1)NC(=O)C1=NN(C(=C1)C1=CC=C(C=C1)F)C1OCCCC1 (N-(6-bromopyridin-2-yl)-5-(4-fluorophenyl)-1-(tetrahydro-2H-pyran-2-yl)-1H-pyrazole-3-carboxamide). Yield: 29.5%. Reaction SMILES: [F:1][C:2]1[CH:7]=[CH:6][C:5]([C:8]2[N:12]([CH:13]3[CH2:18][CH2:17][CH2:16][CH2:15][O:14]3)[N:11]=[C:10]([C:19]([OH:21])=O)[CH:9]=2)=[CH:4][CH:3]=1.[I-].ClC1C=CC=C[N+:25]=1C.[Br:31][C:32]1[CH:40]=[CH:39][C:35](C(O)=O)=[CH:34][N:33]=1>C1COCC1.CCN(C(C)C)C(C)C>[Br:31][C:32]1[N:33]=[C:34]([NH:25][C:19]([C:10]2[CH:9]=[C:8]([C:5]3[CH:4]=[CH:3][C:2]([F:1])=[CH:7][CH:6]=3)[N:12]([CH:13]3[CH2:18][CH2:17][CH2:16][CH2:15][O:14]3)[N:11]=2)=[O:21])[CH:35]=[CH:39][CH:40]=1 |f:1.2|. Reported procedure: To a suspension of 5-(4-fluorophenyl)-1-(tetrahydro-2H-pyran-2-yl)-1H-pyrazole-3-carboxylic acid 1 (400 mg, 1.37 mmol) and 2-chloro-1-methylpyridinium iodide (524 mg, 2.0 mmol) in THF (20 ml), DIPEA (0.46 ml) followed by 6-bromopyridin-2-amine 2 (237 mg, 1.37 mmol) were added. The suspension was stirred for 72 hrs. Then the reaction mixture was concentrated, diluted in water (10 ml) and extracted with dichloromethane (50 ml×2). All organic phases were washed with water and brine, dried over Na2S... The reactants are N1=CC(=CC=C1)B(O)O (3-pyridine boronic acid), C(=O)([O-])[O-].[Na+].[Na+] (Na2CO3), ClC1=CC(=CC=2N1N=C(N2)N)C=2C=NC=CC2 (5-chloro-7-pyridin-3-yl-[1,2,4]triazolo[1,5-a]pyridin-2-ylamine), C(Cl)Cl (CH2Cl2). Run in C1(=CC=CC=C1)C (toluene). The product is N1=CC(=CC=C1)C1=CC(=CC=2N1N=C(N2)N)C=2C=NC=CC2 (5,7-di-pyridin-3-yl-[1,2,4]triazolo[1,5-a]pyridin-2-ylamine). Reaction SMILES: [N:1]1[CH:6]=[CH:5][CH:4]=[C:3](B(O)O)[CH:2]=1.C([O-])([O-])=O.[Na+].[Na+].Cl[C:17]1[N:22]2[N:23]=[C:24]([NH2:26])[N:25]=[C:21]2[CH:20]=[C:19]([C:27]2[CH:28]=[N:29][CH:30]=[CH:31][CH:32]=2)[CH:18]=1.C(Cl)Cl>C1(C)C=CC=CC=1>[N:1]1[CH:6]=[CH:5][CH:4]=[C:3]([C:17]2[N:22]3[N:23]=[C:24]([NH2:26])[N:25]=[C:21]3[CH:20]=[C:19]([C:27]3[CH:28]=[N:29][CH:30]=[CH:31][CH:32]=3)[CH:18]=2)[CH:2]=1 |f:1.2.3|. Procedure details: A mixture of 3-pyridine boronic acid pinacolate ester (500 mg, 2.44 mmol), Na2CO3 (649 mg, 6.12 mmol) and 5-chloro-7-pyridin-3-yl-[1,2,4]triazolo[1,5-a]pyridin-2-ylamine, which may be produced as in Example 1A, (500 mg, 2.04 mmol) in toluene (30 mL), ethanol (15 mL) and water (15 mL) was degassed by purging with N2 for 10 min. [PdCl2(dppf)].CH2Cl2 (56 mg, 0.082 mmol) was added and the mixture was brought to reflux for 36 h. The solvent was evaporated and the residue was extracted into hot EtOH/M... The reactants are CCOP(=O)(C#N)OCC, CN(C)C=O, O=C(O)c1nn(C2CCC2)c2ccccc12, CCN(C(C)C)C(C)C, CC(C)(C)OC(=O)N1CC(N)CCC1CC1(O)CCOCC1, [Na+], O=C([O-])O. Product: CC(C)(C)OC(=O)N1CC(NC(=O)c2nn(C3CCC3)c3ccccc23)CCC1CC1(O)CCOCC1. RXN SMILES: [C:39]([P:40](=[O:41])([O:42][CH2:43][CH3:44])[O:45][CH2:46][CH3:47])#[N:48].[CH3:63][N:64]([CH3:65])[CH:66]=[O:67].[CH:1]1([n:5]2[n:6][c:7]([C:14](=[O:15])[OH:16])[c:8]3[cH:9][cH:10][cH:11][cH:12][c:13]23)[CH2:2][CH2:3][CH2:4]1.[CH:49]([N:50]([CH2:51][CH3:52])[CH:53]([CH3:54])[CH3:55])([CH3:56])[CH3:57].[NH2:17][CH:18]1[CH2:19][CH2:20][CH:21]([CH2:31][C:32]2([OH:38])[CH2:33][CH2:34][O:35][CH2:36][CH2:37]2)[N:22]([C:24](=[O:25])[O:26][C:27]([CH3:28])([CH3:29])[CH3:30])[CH2:23]1.[Na+:58].[OH:59][C:60](=[O:61])[O-:62]>>[CH:1]1([n:5]2[n:6][c:7]([C:14](=[O:16])[NH:17][CH:18]3[CH2:19][CH2:20][CH:21]([CH2:31][C:32]4([OH:38])[CH2:33][CH2:34][O:35][CH2:36][CH2:37]4)[N:22]([C:24](=[O:25])[O:26][C:27]([CH3:28])([CH3:29])[CH3:30])[CH2:23]3)[c:8]3[cH:9][cH:10][cH:11][cH:12][c:13]23)[CH2:2][CH2:3][CH2:4]1.